From a dataset of the Open Reaction Database (ORD), a public repository of structured organic reaction records. describe an organic reaction: reactants, conditions, products, and yield Starting materials: 15, FC1=CC(=C(C(=O)N2CC2)C=C1)[N+](=O)[O-] (1-(4-fluoro-2-nitrobenzoyl)-aziridine), ClC1=CC=C(C=C1)C1(CCNCC1)O (4-(4-chlorophenyl)-4-piperidinol), C1=CC=CC=C1 (benzene). The solvent is CO (methanol). Reaction conditions: time 8 hour. The product is ClC1=CC=C(C=C1)C1(CCN(CC1)CCNC(C1=C(C=C(C=C1)F)[N+](=O)[O-])=O)O (N-{2-[4-(4-chlorophenyl)-4- hydroxy-1-piperidinyl]ethyl}-4-fluoro-2-nitrobenzamide). Reaction SMILES: [F:1][C:2]1[CH:12]=[CH:11][C:5]([C:6]([N:8]2[CH2:10][CH2:9]2)=[O:7])=[C:4]([N+:13]([O-:15])=[O:14])[CH:3]=1.[Cl:16][C:17]1[CH:22]=[CH:21][C:20]([C:23]2([OH:29])[CH2:28][CH2:27][NH:26][CH2:25][CH2:24]2)=[CH:19][CH:18]=1.C1C=CC=CC=1>CO>[Cl:16][C:17]1[CH:22]=[CH:21][C:20]([C:23]2([OH:29])[CH2:24][CH2:25][N:26]([CH2:9][CH2:10][NH:8][C:6](=[O:7])[C:5]3[CH:11]=[CH:12][C:2]([F:1])=[CH:3][C:4]=3[N+:13]([O-:15])=[O:14])[CH2:27][CH2:28]2)=[CH:19][CH:18]=1. Procedure: A mixture of 15 parts of 1-(4-fluoro-2-nitrobenzoyl)-aziridine, 11 parts of 4-(4-chlorophenyl)-4-piperidinol, 55.8 parts of benzene and 8.8 parts of methanol is stirred and refluxed for 1.50 hours. After stirring is continued overnight at room temperature, the reaction mixture is evaporated. The residue is dissolved in trichloromethane. The solution is washed with water and 8 parts of methanol are added. The whole is stirred for 10 minutes with silica gel. The latter is filtered off and the filt...